Dataset: the Open Reaction Database (ORD), a public repository of structured organic reaction records. Task: describe an organic reaction: reactants, conditions, products, and yield Reactants: CCc1[nH]c(C(=O)O)nc1Cl, COC(=O)c1cc(N2CCC(N)C(OC)C2)cc(C)n1, On1nnc2ccccc21. Product: CCc1[nH]c(C(=O)NC2CCN(c3cc(C)nc(C(=O)OC)c3)CC2OC)nc1Cl. As a reaction SMILES: [Cl:21][c:22]1[n:23][c:24]([C:29](=[O:30])[OH:31])[nH:25][c:26]1[CH2:27][CH3:28].[NH2:1][CH:2]1[CH:3]([O:19][CH3:20])[CH2:4][N:5]([c:8]2[cH:9][c:10]([C:15](=[O:16])[O:17][CH3:18])[n:11][c:12]([CH3:14])[cH:13]2)[CH2:6][CH2:7]1.[OH:32][n:33]1[c:34]2[c:35]([cH:36][cH:37][cH:38][cH:39]2)[n:40][n:41]1>>[NH:1]([CH:2]1[CH:3]([O:19][CH3:20])[CH2:4][N:5]([c:8]2[cH:9][c:10]([C:15](=[O:16])[O:17][CH3:18])[n:11][c:12]([CH3:14])[cH:13]2)[CH2:6][CH2:7]1)[C:29]([c:24]1[n:23][c:22]([Cl:21])[c:26]([CH2:27][CH3:28])[nH:25]1)=[O:30].